This data is from the Open Reaction Database (ORD), a public repository of structured organic reaction records. The task is: describe an organic reaction: reactants, conditions, products, and yield Starting materials: CCOC(C)=O, O=[N+]([O-])c1ccc(Cl)c(O)c1. The product is Nc1ccc(Cl)c(O)c1. Reaction SMILES: [CH3:12][CH2:13][O:14][C:15](=[O:16])[CH3:17].[Cl:1][c:2]1[c:3]([OH:11])[cH:4][c:5]([N+:8]([O-:9])=[O:10])[cH:6][cH:7]1>>[Cl:1][c:2]1[c:3]([OH:11])[cH:4][c:5]([NH2:8])[cH:6][cH:7]1.